The task is: describe an organic reaction: reactants, conditions, products, and yield. This data is from the Open Reaction Database (ORD), a public repository of structured organic reaction records. The reactants are O (water), C[Al](C)C (Trimethylaluminum), C1(=CC=CC=C1)C (toluene), NC1=C(OC2=C(C(=O)OC)C=C(C=C2)F)C=CC=C1 (methyl 2-(2-aminophenoxy)-5-fluorobenzoate). Solvent: C(Cl)Cl (DCM). Conditions: temperature 0 celsius. Yields the product FC=1C=CC2=C(C(NC3=C(O2)C=CC=C3)=O)C1 (2-fluorodibenzo[b,f][1,4]oxazepin-11(10H)-one). Isolated yield 72.6%. RXN SMILES: [NH2:1][C:2]1[CH:19]=[CH:18][CH:17]=[CH:16][C:3]=1[O:4][C:5]1[CH:14]=[CH:13][C:12]([F:15])=[CH:11][C:6]=1[C:7](OC)=[O:8].C[Al](C)C.C1(C)C=CC=CC=1.O>C(Cl)Cl>[F:15][C:12]1[CH:13]=[CH:14][C:5]2[O:4][C:3]3[CH:16]=[CH:17][CH:18]=[CH:19][C:2]=3[NH:1][C:7](=[O:8])[C:6]=2[CH:11]=1. Reported procedure: Title compound 19 (802 mg, 3.07 mmol) was dissolved in DCM (10 mL) and the mixture was cooled to 0° C. Trimethylaluminum 2M in toluene (1.8 mL, 3.69 mmol) was added dropwise and the reaction mixture was allowed to warm to room temperature. The mixture was then heated to 45° C. for 45 h. The mixture was cooled to room temperature for the slow addition of water. The solution was extracted with ethyl acetate then washed twice with HCl (10%), water and saturated solution of bicarbonate. The organic ... The reactants are ClC1=NC2=CC=C(C=C2C=C1)OC (2-Chloro-6-methoxyquinoline), NC1=CC=C(C=C1)S (4-aminothiophenol), CN(C)C1=NC=CC=C1 (dimethylaminopyridine). The solvent is C(C)O (ethanol). Yields the product NC1=CC=C(C=C1)SC1=NC2=CC=C(C=C2C=C1)OC (2-(4-aminophenylthio)-6-methoxyquinoline). Reaction SMILES: Cl[C:2]1[CH:11]=[CH:10][C:9]2[C:4](=[CH:5][CH:6]=[C:7]([O:12][CH3:13])[CH:8]=2)[N:3]=1.[NH2:14][C:15]1[CH:20]=[CH:19][C:18]([SH:21])=[CH:17][CH:16]=1.CN(C1C=CC=CN=1)C>C(O)C>[NH2:14][C:15]1[CH:20]=[CH:19][C:18]([S:21][C:2]2[CH:11]=[CH:10][C:9]3[C:4](=[CH:5][CH:6]=[C:7]([O:12][CH3:13])[CH:8]=3)[N:3]=2)=[CH:17][CH:16]=1. Procedure: 2-Chloro-6-methoxyquinoline (52.0 mmoles, 10.0 g), 4-aminothiophenol (52.0 mmoles, 6.5 g) and dimethylaminopyridine (52.0 mmoles, 6.3 g) were stirred for 16 hr in 250 ml ethanol. The reaction was condensed and purified by HPLC over silica gel eluted with 25-30% ethyl acetate/hexane to yield 2-(4-aminophenylthio)-6-methoxyquinoline. 8.5 g, 58% product. Mass spec (FD) 282. Calculated for C16H14N2OS: C, 68.06; H, 5.00, N, 9.92. Found: C, 68.04; H, 4.97; N, 10.02. Reactants: BrC=1C=NC=2N(C1)N=C(C2)C(=O)O (6-bromo-pyrazolo[1,5-A]pyrimidine-2-carboxylic acid), FC(C(=O)O)(F)F.ClC1=CC2=C(CCNCC2)N=N1 (3-chloro-6,7,8,9-tetrahydro-5H-1,2,7-triaza-benzocycloheptene trifluoroacetate). Product: BrC=1C=NC=2N(C1)N=C(C2)C(=O)N2CCC1=C(CC2)N=NC(=C1)Cl ((6-Bromo-pyrazolo[1,5-a]pyrimidin-2-yl)-(3-chloro-5,6,8,9-tetrahydro-1,2,7-triaza-benzocyclohepten-7-yl)-methanone). As a reaction SMILES: [Br:1][C:2]1[CH:3]=[N:4][C:5]2[N:6]([N:8]=[C:9]([C:11]([OH:13])=O)[CH:10]=2)[CH:7]=1.FC(F)(F)C(O)=O.[Cl:21][C:22]1[N:32]=[N:31][C:25]2[CH2:26][CH2:27][NH:28][CH2:29][CH2:30][C:24]=2[CH:23]=1>>[Br:1][C:2]1[CH:3]=[N:4][C:5]2[N:6]([N:8]=[C:9]([C:11]([N:28]3[CH2:27][CH2:26][C:25]4[N:31]=[N:32][C:22]([Cl:21])=[CH:23][C:24]=4[CH2:30][CH2:29]3)=[O:13])[CH:10]=2)[CH:7]=1 |f:1.2|. Procedure: The title compound was prepared in accordance with the general method of example 1 from 6-bromo-pyrazolo[1,5-A]pyrimidine-2-carboxylic acid and 3-chloro-6,7,8,9-tetrahydro-5H-1,2,7-triaza-benzocycloheptene trifluoroacetate. The reaction mixture was purified by HPLC chromatography and lyophilized. Yield: 27 mg (32% of theory). ESI-MS: m/z=407 (M+H)+; Rt(HPLC): 1.10 min. (Method J). Starting materials: COc1ccc(C(F)(F)F)cc1N=C=O, COc1ccc(C(F)(F)F)cc1N, CN1C(=O)c2ccc(Oc3ccc(N)cc3)cc2C1=O. Yields the product CN1C(=O)c2ccc(Oc3ccc(N)cc3)cc2C1=O, NC(N)=O. RXN SMILES: [F:14][C:15]([F:16])([F:17])[c:18]1[cH:19][cH:20][c:21]([O:25][CH3:26])[c:27]([N:22]=[C:23]=[O:24])[cH:28]1.[F:1][C:2]([F:3])([F:4])[c:5]1[cH:6][cH:7][c:9]([O:10][CH3:11])[c:12]([NH2:8])[cH:13]1.[NH2:29][c:30]1[cH:31][cH:32][c:33]([O:34][c:35]2[cH:36][c:37]3[c:41]([cH:42][cH:43]2)[C:40](=[O:44])[N:39]([CH3:45])[C:38]3=[O:46])[cH:47][cH:48]1>>[NH2:29][c:30]1[cH:31][cH:32][c:33]([O:34][c:35]2[cH:36][c:37]3[c:41]([cH:42][cH:43]2)[C:40](=[O:44])[N:39]([CH3:45])[C:38]3=[O:46])[cH:47][cH:48]1.[NH2:8][C:23]([NH2:22])=[O:24].